The task is: describe an organic reaction: reactants, conditions, products, and yield. This data is from the Open Reaction Database (ORD), a public repository of structured organic reaction records. The reactants are O1CCOCC1 (1,4-dioxane), BrC1=CC(=C2C=NNC2=C1)NC(=O)C=1N=C(SC1)C (N-(6-Bromo-1H-indazol-4-yl)-2-methyl-1,3-thiazole-4-carboxamide), CC1(OB(OC1(C)C)C1=C(C(=CC=C1)N)N)C (3-(4,4,5,5-tetramethyl-1,3,2-dioxaborolan-2-yl)-1,2-benzenediamine), C([O-])([O-])=O.[Na+].[Na+] (sodium carbonate). Reagents/catalysts: C1=CC=C(C=C1)P([C-]2C=CC=C2)C3=CC=CC=C3.C1=CC=C(C=C1)P([C-]2C=CC=C2)C3=CC=CC=C3.Cl[Pd]Cl.[Fe+2] (Pd(dppf)Cl2). Run in O (water), C(Cl)Cl (DCM). Conditions: temperature 150 celsius. Product: NC1=C(C=CC=C1N)C1=CC(=C2C=NNC2=C1)NC(=O)C=1N=C(SC1)C (N-[6-(2,3-Diaminophenyl)-1H-indazol-4-yl]-2-methyl-1,3-thiazole-4-carboxamide). The yield is 115.7%. As a reaction SMILES: Br[C:2]1[CH:10]=[C:9]2[C:5]([CH:6]=[N:7][NH:8]2)=[C:4]([NH:11][C:12]([C:14]2[N:15]=[C:16]([CH3:19])[S:17][CH:18]=2)=[O:13])[CH:3]=1.CC1(C)C(C)(C)OB([C:28]2[CH:33]=[CH:32][CH:31]=[C:30]([NH2:34])[C:29]=2[NH2:35])O1.C(=O)([O-])[O-].[Na+].[Na+].O1CCOCC1>C(Cl)Cl.C1C=CC(P(C2C=CC=CC=2)[C-]2C=CC=C2)=CC=1.C1C=CC(P(C2C=CC=CC=2)[C-]2C=CC=C2)=CC=1.Cl[Pd]Cl.[Fe+2].O>[NH2:34][C:30]1[C:29]([NH2:35])=[CH:28][CH:33]=[CH:32][C:31]=1[C:2]1[CH:10]=[C:9]2[C:5]([CH:6]=[N:7][NH:8]2)=[C:4]([NH:11][C:12]([C:14]2[N:15]=[C:16]([CH3:19])[S:17][CH:18]=2)=[O:13])[CH:3]=1 |f:2.3.4,7.8.9.10|. Reported procedure: N-(6-Bromo-1H-indazol-4-yl)-2-methyl-1,3-thiazole-4-carboxamide (200 mg,), 3-(4,4,5,5-tetramethyl-1,3,2-dioxaborolan-2-yl)-1,2-benzenediamine (167 mg) (which may be prepared as described in WO2006005915), Pd(dppf)Cl2 (43 mg) and sodium carbonate (890 μl) were added to a microwave vial followed by 1,4-dioxane (2 ml) and water (2 ml). The mixture was heated under microwave irradiation at 150° C. for 15 min. The reaction was diluted with DCM (30 ml) and the layers separated. The aqueous layer was e...